This data is from the Open Reaction Database (ORD), a public repository of structured organic reaction records. The task is: describe an organic reaction: reactants, conditions, products, and yield Reactants: N=1OC(=C2C1C=CC=C2)C(=O)O (benzo[c]isoxazole-3-carboxylic acid), N1(CCOCC1)CC1=CC2=C(NC(=N2)C2=NNC=C2N)C=C1 (3-(5-morpholin-4-ylmethyl-1H-benzimidazol-2-yl)-1H-pyrazol-4-ylamine), C(CCl)Cl (EDC), C=1C=CC2=C(C1)N=NN2O (HOBt). The solvent is CN(C)C=O (DMF). Product: N1(CCOCC1)CC1=CC2=C(NC(=N2)C2=NNC=C2NC(=O)C2=C3C(=NO2)C=CC=C3)C=C1 (benzo[c]isoxazole-3-carboxylic acid[3-(5-morpholin-4-ylmethyl-1H-benzimidazol-2-yl)-1H-pyrazol-4-yl]-amide). Isolated yield 32.2%. As a reaction SMILES: [N:1]1[O:2][C:3]([C:10]([OH:12])=O)=[C:4]2[CH:9]=[CH:8][CH:7]=[CH:6][C:5]=12.[N:13]1([CH2:19][C:20]2[CH:34]=[CH:33][C:23]3[NH:24][C:25]([C:27]4[C:31]([NH2:32])=[CH:30][NH:29][N:28]=4)=[N:26][C:22]=3[CH:21]=2)[CH2:18][CH2:17][O:16][CH2:15][CH2:14]1.C(Cl)CCl.C1C=CC2N(O)N=NC=2C=1>CN(C=O)C>[N:13]1([CH2:19][C:20]2[CH:34]=[CH:33][C:23]3[NH:24][C:25]([C:27]4[C:31]([NH:32][C:10]([C:3]5[O:2][N:1]=[C:5]6[CH:6]=[CH:7][CH:8]=[CH:9][C:4]=56)=[O:12])=[CH:30][NH:29][N:28]=4)=[N:26][C:22]=3[CH:21]=2)[CH2:18][CH2:17][O:16][CH2:15][CH2:14]1. Procedure: A mixture of benzo[c]isoxazole-3-carboxylic acid (46 mg, 0.28 mmol), 3-(5-morpholin-4-ylmethyl-1H-benzimidazol-2-yl)-1H-pyrazol-4-ylamine (100 mg, 0.33 mmol), EDC (64 mg, 0.33 mmol) and HOBt (45 mg, 0.33 mmol) was stirred at room temperature in DMF (2.5 ml) for 20 h. The mixture was reduced in vacuo and the residue partitioned between EtOAc (5 ml) and water (2 ml), the organic portion washed with saturated aqueous sodium hydrogen carbonate, dried (MgSO4) and reduced in vacuo. The residue was pur... Reactants: N1N=CC=C1 (1H-pyrazole), COC1=CC=C(C=C1)Br (4-methoxybromobenzene). Product: COC1=CC=C(C=C1)N1N=CC=C1 (1-(4-methoxyphenyl)-1H-pyrazole). Yield: 80.0%. Reaction SMILES: [NH:1]1[CH:5]=[CH:4][CH:3]=[N:2]1.[CH3:6][O:7][C:8]1[CH:13]=[CH:12][C:11](Br)=[CH:10][CH:9]=1>>[CH3:6][O:7][C:8]1[CH:13]=[CH:12][C:11]([N:1]2[CH:5]=[CH:4][CH:3]=[N:2]2)=[CH:10][CH:9]=1. Reported procedure: Following General Procedure A (125° C., 24 hours), 1H-pyrazole (102 mg, 1.5 mmol) is coupled with 4-methoxybromobenzene (1.0 mmol). The crude product is purified by flash chromatography on silica gel to provide the desired product (80% GC yield). The reactants are Cc1c(Br)c(-c2ccc(Cl)cc2)cc2n[nH]c(=O)n12, Cc1cc(-c2ccc(Cl)cc2)c(Br)c2nn(Cc3ccc(C(F)(F)F)nc3)c(=O)n12. The product is Cc1c(Br)c(-c2ccc(Cl)cc2)cc2nn(Cc3ccc(C(F)(F)F)nc3)c(=O)n12. RXN SMILES: [Br:1][c:2]1[c:3](-[c:13]2[cH:14][cH:15][c:16]([Cl:19])[cH:17][cH:18]2)[cH:4][c:5]2[n:6]([c:7]1[CH3:8])[c:9](=[O:12])[nH:10][n:11]2.[Br:20][c:21]1[c:22]2[n:23]([c:24](=[O:25])[n:26]([CH2:38][c:39]3[cH:40][n:41][c:42]([C:45]([F:46])([F:47])[F:48])[cH:43][cH:44]3)[n:27]2)[c:28]([CH3:29])[cH:30][c:31]1-[c:32]1[cH:33][cH:34][c:35]([Cl:36])[cH:37][cH:49]1>>[Br:1][c:2]1[c:3](-[c:13]2[cH:14][cH:15][c:16]([Cl:19])[cH:17][cH:18]2)[cH:4][c:5]2[n:6]([c:7]1[CH3:8])[c:9](=[O:12])[n:10]([CH2:38][c:39]1[cH:40][n:41][c:42]([C:45]([F:46])([F:47])[F:48])[cH:43][cH:44]1)[n:11]2.